Dataset: the Open Reaction Database (ORD), a public repository of structured organic reaction records. Task: describe an organic reaction: reactants, conditions, products, and yield Starting materials: ClC1=C(C=C(C=C1)S)OC (4-chloro-3-methoxythiophenol), BrC1=C(C=CC(=C1)F)CC(=O)O (2-bromo-4-fluorophenylacetic acid), [OH-].[K+] (potassium hydroxide). Run in CN(C=O)C (dimethylformamide). Conditions: temperature 100 celsius. Product: ClC1=C(C=C(C=C1)SC1=C(C=CC(=C1)F)CC(=O)O)OC (2-(4-chloro-3-methoxyphenylthio)-4-fluorophenylacetic acid). As a reaction SMILES: [Cl:1][C:2]1[CH:7]=[CH:6][C:5]([SH:8])=[CH:4][C:3]=1[O:9][CH3:10].Br[C:12]1[CH:17]=[C:16]([F:18])[CH:15]=[CH:14][C:13]=1[CH2:19][C:20]([OH:22])=[O:21].[OH-].[K+]>CN(C)C=O>[Cl:1][C:2]1[CH:7]=[CH:6][C:5]([S:8][C:14]2[CH:15]=[C:16]([F:18])[CH:17]=[CH:12][C:13]=2[CH2:19][C:20]([OH:22])=[O:21])=[CH:4][C:3]=1[O:9][CH3:10] |f:2.3|. Procedure details: A mixture of 4-chloro-3-methoxythiophenol (see Example 30) (36.2 g), 2-bromo-4-fluorophenylacetic acid (see the preceding Example) (39.6 g), potassium hydroxide (20 g) and dimethylformamide (250 ml) is heated to 100° C. while stirring until formation of a homogeneous solution. The greatest part of the dimethylformamide is distilled off under normal pressure, removing also the water arising by neutralization. Dimethylformamide (250 ml), anhydrous potassium carbonate (10 g) and copper (6 g) are ad... The reactants are NC1=C(OC[C@@H]2CO2)C=CC=C1[N+](=O)[O-] ((S)-3-(2-amino-3-nitrophenoxy)-1,2-epoxypropane), NC(CC1=CC=C(OC2=CC=C(C(=O)N)C=C2)C=C1)(C)C (4-(4-(2-amino-2-methylpropyl)phenoxy)benzamide). Run in C(C)O (ethanol). Conditions: temperature 55 celsius. Product: NC1=C(OC[C@H](CNC(CC2=CC=C(OC3=CC=C(C(=O)N)C=C3)C=C2)(C)C)O)C=CC=C1[N+](=O)[O-] ((S)-4-(4-[2-(N-[3-(2-amino-3-nitrophenoxy)-2-hydroxypropyl]amino)-2-methylpropyl]phenoxy)benzamide). Isolated yield 61.7%. Reaction SMILES: [NH2:1][C:2]1[C:12]([N+:13]([O-:15])=[O:14])=[CH:11][CH:10]=[CH:9][C:3]=1[O:4][CH2:5][C@H:6]1[O:8][CH2:7]1.[NH2:16][C:17]([CH3:36])([CH3:35])[CH2:18][C:19]1[CH:34]=[CH:33][C:22]([O:23][C:24]2[CH:32]=[CH:31][C:27]([C:28]([NH2:30])=[O:29])=[CH:26][CH:25]=2)=[CH:21][CH:20]=1>C(O)C>[NH2:1][C:2]1[C:12]([N+:13]([O-:15])=[O:14])=[CH:11][CH:10]=[CH:9][C:3]=1[O:4][CH2:5][C@@H:6]([OH:8])[CH2:7][NH:16][C:17]([CH3:36])([CH3:35])[CH2:18][C:19]1[CH:20]=[CH:21][C:22]([O:23][C:24]2[CH:32]=[CH:31][C:27]([C:28]([NH2:30])=[O:29])=[CH:26][CH:25]=2)=[CH:33][CH:34]=1. Procedure details: A suspension of (S)-3-(2-amino-3-nitrophenoxy)-1,2-epoxypropane (5 g, 23.8 mmol) and 4-(4-(2-amino-2-methylpropyl)phenoxy)benzamide (20.3 g 71.1 mmol) in absolute ethanol (200 mL) was heated to 55° C. for 12 h. All solids went into solution at 50° C. Upon completion of the reaction, the solvent was evaporated to dryness. The residue was redissolved in ethyl acetate and washed with a saturated solution of sodium bicarbonate. The layers were separated and the aqueous phase was extracted with ethyl... The reactants are FC(C(=O)O)(F)F (trifluoroacetic acid), NC1=C(C(=O)NCC=2SC(=CC2)OC2=CC=CC=C2)C=CC(=N1)Cl (2-amino-chloro-N-(5-phenoxy-thiophen-2-ylmethyl)-nicotinamide). Yields the product NC1=C(C(=O)NCC=2SC(=CC2)OC2=CC=CC=C2)C=CC(=N1)NCC1=CC=C(C=C1)F (2-Amino-6-(4-fluoro-benzylamino)-N-(5-phenoxy-thiophen-2-ylmethyl)-nicotinamide). Isolated yield 16.0%. As a reaction SMILES: F[C:2]([F:7])(F)[C:3](O)=O.[NH2:8][C:9]1[N:30]=[C:29](Cl)[CH:28]=[CH:27][C:10]=1[C:11]([NH:13][CH2:14][C:15]1[S:16][C:17]([O:20][C:21]2[CH:26]=[CH:25][CH:24]=[CH:23][CH:22]=2)=[CH:18][CH:19]=1)=[O:12]>>[NH2:8][C:9]1[N:30]=[C:29]([NH:8][CH2:9][C:10]2[CH:27]=[CH:28][C:2]([F:7])=[CH:3][CH:11]=2)[CH:28]=[CH:27][C:10]=1[C:11]([NH:13][CH2:14][C:15]1[S:16][C:17]([O:20][C:21]2[CH:26]=[CH:25][CH:24]=[CH:23][CH:22]=2)=[CH:18][CH:19]=1)=[O:12]. Reported procedure: The title compound (10.6 mg, 0.0188 mmol, 16%) was obtained as a trifluoroacetic acid salt from 2-amino-chloro-N-(5-phenoxy-thiophen-2-ylmethyl)-nicotinamide described in Example A-101 (41 mg, 0.12 mmol) and 4-fluorobenzylamine (200 μl, 1.75 mmol) according to an analogous method to Example A-94. The reactants are CCOc1cc(C(C)(C)C(=O)N(CC)CC)ccc1C1=NC(c2ccc(Cl)cc2)C(c2ccc(Cl)cc2)N1, O=C(Cl)Cl. The product is CCOc1cc(C(C)(C)C(=O)N(CC)CC)ccc1C1=NC(c2ccc(Cl)cc2)C(c2ccc(Cl)cc2)N1C(=O)Cl. Reaction SMILES: [Cl:1][c:2]1[cH:3][cH:4][c:5]([CH:8]2[N:9]=[C:10]([c:20]3[c:21]([O:36][CH2:37][CH3:38])[cH:22][c:23]([C:26]([C:27](=[O:28])[N:29]([CH2:30][CH3:31])[CH2:32][CH3:33])([CH3:34])[CH3:35])[cH:24][cH:25]3)[NH:11][CH:12]2[c:13]2[cH:14][cH:15][c:16]([Cl:19])[cH:17][cH:18]2)[cH:6][cH:7]1.[Cl:39][C:40]([Cl:41])=[O:42]>>[Cl:1][c:2]1[cH:3][cH:4][c:5]([CH:8]2[N:9]=[C:10]([c:20]3[c:21]([O:36][CH2:37][CH3:38])[cH:22][c:23]([C:26]([C:27](=[O:28])[N:29]([CH2:30][CH3:31])[CH2:32][CH3:33])([CH3:34])[CH3:35])[cH:24][cH:25]3)[N:11]([C:40]([Cl:39])=[O:42])[CH:12]2[c:13]2[cH:14][cH:15][c:16]([Cl:19])[cH:17][cH:18]2)[cH:6][cH:7]1.